This data is from the Open Reaction Database (ORD), a public repository of structured organic reaction records. The task is: describe an organic reaction: reactants, conditions, products, and yield The reactants are C(CCCCCC)N=C=S (n-heptylisothiocyanate), C(CCCCCCC)N (n-octylamine). The solvent is C1=CC=CC=C1 (benzene). Yields the product C(CCCCCC)NC(=S)NCCCCCCCC (1-n-heptyl-3-n-octylthiourea). The yield is 105.2%. RXN SMILES: [CH2:1]([N:8]=[C:9]=[S:10])[CH2:2][CH2:3][CH2:4][CH2:5][CH2:6][CH3:7].[CH2:11]([NH2:19])[CH2:12][CH2:13][CH2:14][CH2:15][CH2:16][CH2:17][CH3:18]>C1C=CC=CC=1>[CH2:1]([NH:8][C:9]([NH:19][CH2:11][CH2:12][CH2:13][CH2:14][CH2:15][CH2:16][CH2:17][CH3:18])=[S:10])[CH2:2][CH2:3][CH2:4][CH2:5][CH2:6][CH3:7]. Procedure details: To a solution of 3.14 grams (0.02 mole) n-heptylisothiocyanate dissolved in 15 milliliters of benzene is added 2.58 grams (0.02 mole) n-octylamine. The temperature rose to 41° C. The mixture was then refluxed on a steam-bath for about 20 minutes, until the mixture reached a neutral pH. The solution was then evaporated under vacuum. A yield of 6.03 grams of 1-n-heptyl-3-n-octylthiourea was obtained. The reactants are ClC1=NC=NC(=C1C1=CC=CC=C1)Cl (4,6-dichloro-5-phenylpyrimidine), ClC1=CC=C(C=C1)B(O)O (4-chlorophenylboronic acid), O (water), C(=O)([O-])[O-].[Na+].[Na+] (Na2CO3). Reagents/catalysts: C=1C=CC(=CC1)[P](C=2C=CC=CC2)(C=3C=CC=CC3)[Pd]([P](C=4C=CC=CC4)(C=5C=CC=CC5)C=6C=CC=CC6)([P](C=7C=CC=CC7)(C=8C=CC=CC8)C=9C=CC=CC9)[P](C=1C=CC=CC1)(C=1C=CC=CC1)C=1C=CC=CC1 (tetrakis(triphenylphosphine)palladium). Solvent: C1(=CC=CC=C1)C (toluene). Conditions: temperature 100 celsius, time 5 hour. Yields the product ClC1=NC=NC(=C1C1=CC=CC=C1)C1=CC=C(C=C1)Cl (4-chloro-6-(4-chlorophenyl)-5-phenylpyrimidine). The yield is 63.2%. RXN SMILES: Cl[C:2]1[C:7]([C:8]2[CH:13]=[CH:12][CH:11]=[CH:10][CH:9]=2)=[C:6]([Cl:14])[N:5]=[CH:4][N:3]=1.[Cl:15][C:16]1[CH:21]=[CH:20][C:19](B(O)O)=[CH:18][CH:17]=1.C([O-])([O-])=O.[Na+].[Na+].O>C1(C)C=CC=CC=1.C1C=CC([P]([Pd]([P](C2C=CC=CC=2)(C2C=CC=CC=2)C2C=CC=CC=2)([P](C2C=CC=CC=2)(C2C=CC=CC=2)C2C=CC=CC=2)[P](C2C=CC=CC=2)(C2C=CC=CC=2)C2C=CC=CC=2)(C2C=CC=CC=2)C2C=CC=CC=2)=CC=1>[Cl:14][C:6]1[C:7]([C:8]2[CH:13]=[CH:12][CH:11]=[CH:10][CH:9]=2)=[C:2]([C:19]2[CH:20]=[CH:21][C:16]([Cl:15])=[CH:17][CH:18]=2)[N:3]=[CH:4][N:5]=1 |f:2.3.4,^1:42,44,63,82|. Reported procedure: To a mixture of 4,6-dichloro-5-phenylpyrimidine (675 mg, 3.0 mmol), 4-chlorophenylboronic acid (704 mg, 4.5 mmol) and tetrakis(triphenylphosphine)palladium (173 mg, 0.15 mmol) in toluene (10 mL) at room temperature under argon was added aqueous Na2CO3 solution (2 M, 3 mL, 6 mmol). The resulting reaction mixture was stirred at 100° C. under argon for 5 h, after which time analysis by HPLC/MS indicated that the the reaction was complete. After cooling the reaction mixture to room temperature, wate... Starting materials: COC1(OC)COC2C(CO)CN(C(=O)OC(C)(C)C)C21, ClCCl. The product is COC1(OC)COC2C(C=O)CN(C(=O)OC(C)(C)C)C21. Reaction SMILES: [C:1]([CH3:2])([CH3:3])([CH3:4])[O:5][C:6](=[O:7])[N:8]1[CH:9]2[CH:10]([CH:11]([CH2:13][OH:14])[CH2:12]1)[O:15][CH2:16][C:17]2([O:18][CH3:19])[O:20][CH3:21].[Cl:22][CH2:23][Cl:24]>>[C:1]([CH3:2])([CH3:3])([CH3:4])[O:5][C:6](=[O:7])[N:8]1[CH:9]2[CH:10]([CH:11]([CH:13]=[O:14])[CH2:12]1)[O:15][CH2:16][C:17]2([O:18][CH3:19])[O:20][CH3:21]. Reactants: NC=1N=C(SC1C(=O)C1=CC(=C(C=C1)Cl)[N+](=O)[O-])NC1=CC=C(C=C1)N1CCN(CC1)C ([4-amino-2-[[4-(4-methyl-1-piperazinyl)phenyl]amino]-5-thiazolyl](4-chloro-3-nitrophenyl)methanone), COCCN (2-methoxyethanamine). The product is NC=1N=C(SC1C(=O)C1=CC(=C(C=C1)NCCOC)[N+](=O)[O-])NC1=CC=C(C=C1)N1CCN(CC1)C ([4-Amino-2-[[4-(4-methyl-1-piperazinyl)phenyl]amino]-5-thiazolyl][3-nitro-4-[(2-methoxyethyl)amino]phenyl]methanone). RXN SMILES: [NH2:1][C:2]1[N:3]=[C:4]([NH:19][C:20]2[CH:25]=[CH:24][C:23]([N:26]3[CH2:31][CH2:30][N:29]([CH3:32])[CH2:28][CH2:27]3)=[CH:22][CH:21]=2)[S:5][C:6]=1[C:7]([C:9]1[CH:14]=[CH:13][C:12](Cl)=[C:11]([N+:16]([O-:18])=[O:17])[CH:10]=1)=[O:8].[CH3:33][O:34][CH2:35][CH2:36][NH2:37]>>[NH2:1][C:2]1[N:3]=[C:4]([NH:19][C:20]2[CH:25]=[CH:24][C:23]([N:26]3[CH2:31][CH2:30][N:29]([CH3:32])[CH2:28][CH2:27]3)=[CH:22][CH:21]=2)[S:5][C:6]=1[C:7]([C:9]1[CH:14]=[CH:13][C:12]([NH:37][CH2:36][CH2:35][O:34][CH3:33])=[C:11]([N+:16]([O-:18])=[O:17])[CH:10]=1)=[O:8]. Reported procedure: This compound was prepared from the compound of Example 15 and 2-methoxyethanamine (Aldrich) by the procedure used in Example 57. Mass spectrum (ES) MH+=512. Starting materials: BrCC(C1=CC[C@H]2[C@@H]3CC=C4C[C@H](CC[C@]4(C)[C@H]3CC[C@]12C)O)=O (21-bromo-3β-hydroxypregna-5,16-dien-20-one), NC(=S)N (thiourea). The solvent is C(C)O (ethanol). The product is NC=1SC=C(N1)C=1[C@]2(C)[C@@H](CC1)[C@@H]1CC=C3C[C@H](CC[C@]3(C)[C@H]1CC2)O ((3β)-17-(2-amino-4-thiazolyl)-androsta-5,16-dien-3-ol). The yield is 61.1%. As a reaction SMILES: Br[CH2:2][C:3](=O)[C:4]1[C@:21]2([CH3:22])[C@H:7]([C@H:8]3[C@H:18]([CH2:19][CH2:20]2)[C@:16]2([CH3:17])[C:11]([CH2:12][C@@H:13]([OH:23])[CH2:14][CH2:15]2)=[CH:10][CH2:9]3)[CH2:6][CH:5]=1.[NH2:25][C:26]([NH2:28])=[S:27]>C(O)C>[NH2:28][C:26]1[S:27][CH:2]=[C:3]([C:4]2[C@:21]3([CH2:20][CH2:19][C@H:18]4[C@@H:8]([CH2:9][CH:10]=[C:11]5[C@:16]4([CH3:17])[CH2:15][CH2:14][C@H:13]([OH:23])[CH2:12]5)[C@@H:7]3[CH2:6][CH:5]=2)[CH3:22])[N:25]=1. Procedure details: Dissolve 16-dehydropregnenolone (5.00 g, 15.90 mmol) and 5,5-dibromobarbituric acid (4.55 g, 15.90 mmol) in tetrahydrofuran (60 mL). Add concentrated aqueous hydrogen bromide (100 μL of a 48% solution) to the stirring solution and heat the reaction at reflux for 1 hour. Cool slightly and then concentrate under vacuum to produce a brown oily foam. Dissolve the residue in methylene chloride (350 mL), rinse with 50% saturated sodium bicarbonate (2×200 mL), brine (125 mL), dry over anhydrous magnesi... Reactants: [Al+3], CCOC(=O)CC(c1ccc(Cl)cc1)c1c[nH]c2c(CSC)cccc12, Cl, [H-], [H-], [H-], [H-], [Li+], C1CCOC1. Product: CSCc1cccc2c(C(CCO)c3ccc(Cl)cc3)c[nH]c12. As a reaction SMILES: [Al+3:28].[Cl:1][c:2]1[cH:3][cH:4][c:5]([CH:8]([CH2:9][C:10](=[O:11])[O:12][CH2:13][CH3:14])[c:15]2[cH:16][nH:17][c:18]3[c:19]([CH2:24][S:25][CH3:26])[cH:20][cH:21][cH:22][c:23]23)[cH:6][cH:7]1.[ClH:33].[H-:27].[H-:30].[H-:31].[H-:32].[Li+:29].[O:34]1[CH2:35][CH2:36][CH2:37][CH2:38]1>>[Cl:1][c:2]1[cH:3][cH:4][c:5]([CH:8]([CH2:9][CH2:10][OH:11])[c:15]2[cH:16][nH:17][c:18]3[c:19]([CH2:24][S:25][CH3:26])[cH:20][cH:21][cH:22][c:23]23)[cH:6][cH:7]1. The reactants are [Cl-] (Chloride), C1CCC2=NCCCN2CC1 (DBU), C=1(C(=CC=CC1)C)C (xylene). Conditions: temperature 100 celsius. Yields the product C(C1=CC=CC=C1)N1CCCCC1 (N-Benzyl Tetrahydropyridine). Isolated yield 60.0%. Reaction SMILES: [Cl-].[CH2:2]1[CH2:12][CH2:11][N:10]2[C:5](=N[CH2:7][CH2:8][CH2:9]2)[CH2:4][CH2:3]1.[C:13]1(C)[C:14](C)=CC=C[CH:18]=1>>[CH2:11]([N:10]1[CH2:9][CH2:8][CH2:7][CH2:4][CH2:5]1)[C:12]1[CH:2]=[CH:3][CH:14]=[CH:13][CH:18]=1. Reported procedure: Chloride 12 (23.0 g, 1.0 equiv) was combined with DBU (20.4 g, 2 equiv) in 400 mL xylene and stirred at 100° C. until TLC examination indicated complete reaction (ca. 5 h). The reaction was concentrated to dryness in vacuo. The residue was dissolved in methylene chloride and extracted with water (1×). The organic solvent was removed in vacuo and the residue was flash chromatographed in 10% ethyl acetate/methylene chloride to afford 11.8 g (60%) of 11 as an oil. Reactants: diazonium, NC1=C(C=C2C(=C1)OCO2)C2=CC=C1C=CC(=CC1=C2)OC (7-(2-Amino-4,5-methylenedioxyphenyl)-2-methoxynaphthalene), Cl (hydrochloric acid), N(=O)[O-].[Na+] (sodium nitrite), O (water). Solvent: C(C)(=O)O (acetic acid). Conditions: time 8 hour. The product is COC1=CC=2C(=CC=C3C4=C(N=NC23)C=C2C(=C4)OCO2)C=C1 (3-Methoxy-8,9-methylenedioxydibenzo[c,h]cinnoline). Isolated yield 82.2%. RXN SMILES: [NH2:1][C:2]1[CH:7]=[C:6]2[O:8][CH2:9][O:10][C:5]2=[CH:4][C:3]=1[C:11]1[CH:20]=[C:19]2[C:14]([CH:15]=[CH:16][C:17]([O:21][CH3:22])=[CH:18]2)=[CH:13][CH:12]=1.Cl.[N:24]([O-])=O.[Na+].O>C(O)(=O)C>[CH3:22][O:21][C:17]1[CH:16]=[CH:15][C:14]2=[CH:13][CH:12]=[C:11]3[C:20]([N:24]=[N:1][C:2]4[CH:7]=[C:6]5[O:8][CH2:9][O:10][C:5]5=[CH:4][C:3]3=4)=[C:19]2[CH:18]=1 |f:2.3|. Reported procedure: 7-(2-Amino-4,5-methylenedioxyphenyl)-2-methoxynaphthalene 49 (70 mg, 0.24 mmol) was dissolved in acetic acid (2.0 mL) and concentrated hydrochloric acid (0.4 mL). The solution was cooled in an ice bath and diazotized by the dropwise addition of a solution of sodium nitrite (0.16 g in 1.6 mL water). The resulting diazonium solution was allowed to warm slowly to room temperature and left overnight. To the resulting red solution containing some precipitate was added 50 mL water and the reaction mix...